This data is from the Open Reaction Database (ORD), a public repository of structured organic reaction records. The task is: describe an organic reaction: reactants, conditions, products, and yield The reactants are FC(C1=C(C=CC=C1)C1=NC=C(C=C1)C)(F)F (2-(2-Trifluoromethylphenyl)-5-methylpyridine), [Mn](=O)(=O)(=O)[O-].[K+] (potassium permanganate), O (water). Product: FC(C1=C(C=CC=C1)C1=NC=C(C=C1)C(=O)O)(F)F (2-(2-Trifluoromethylphenyl)-5-carboxypyridine). Reaction SMILES: [F:1][C:2]([F:17])([F:16])[C:3]1[CH:8]=[CH:7][CH:6]=[CH:5][C:4]=1[C:9]1[CH:14]=[CH:13][C:12]([CH3:15])=[CH:11][N:10]=1.[Mn]([O-])(=O)(=O)=[O:19].[K+].[OH2:24]>>[F:17][C:2]([F:1])([F:16])[C:3]1[CH:8]=[CH:7][CH:6]=[CH:5][C:4]=1[C:9]1[CH:14]=[CH:13][C:12]([C:15]([OH:19])=[O:24])=[CH:11][N:10]=1 |f:1.2|. Procedure details: A suspension of 2-(2-Trifluoromethylphenyl)-5-methylpyridine (0.40 g, 1.68 mmol) and potassium permanganate (1.60 g, 10.1 mmol), in water (10 mL) was heated at reflux for 16 hours. The reaction was filtered hot through celite to remove the solids. Acetic acid was added to the colourless filtrate to yield a pH of 5 and the resulting suspension was extracted with CH2Cl2, washed with water (10 mL), dried, (MgSO4), and the solvent evaporated in vacuo to afford the title compound. The reactants are p-tosylate, C1CCC(CC1)N=C=NC2CCCCC2 (DCC), TEA, N([C@@H](CC1=CC=C(C=C1)OCC1=CC=CC=C1)C(=O)O)C(=O)OC(C)(C)C (Boc-Tyr(Bzl)-OH), C=1C=CC2=C(C1)N=NN2O (HOBt). Run in CN(C)C=O (DMF), C(C)(=O)OCC (ethyl acetate). Product: N[C@@H](CC(C)C)C(=O)OCC1=CC=CC=C1 (H-Leu-OBzl). Reaction SMILES: [NH:1](C(OC(C)(C)C)=O)[C@H:2]([C:18]([OH:20])=[O:19])[CH2:3][C:4]1[CH:9]=CC(OCC2C=CC=CC=2)=C[CH:5]=1.[CH:28]1[CH:29]=[CH:30][C:31]2N(O)N=N[C:32]=2[CH:33]=1.[CH2:38]1CCC(N=C=NC2CCCCC2)CC1>C(OCC)(=O)C.CN(C=O)C>[NH2:1][C@H:2]([C:18]([O:20][CH2:38][C:32]1[CH:31]=[CH:30][CH:29]=[CH:28][CH:33]=1)=[O:19])[CH2:3][CH:4]([CH3:5])[CH3:9]. Procedure: p-tosylate (22.2 kg; Bachem AG, Switzerland) was suspended in ethyl acetate (108 L), then TEA (about 7.1 L) was added at room temperature. Boc-Tyr(Bzl)-OH (20 kg; Senn Chemicals, Switzerland) and HOBt (7.3 kg) were added as solids. A solution of DCC (12.2 kg) in DMF (40 L) was added to the mixture at −6° C. The completion of the reaction was monitored by TLC and HPLC. Starting materials: ClC1=CC=C2C(=C1)NC(C21C(NC(CC1C1=C(C=CC(=C1)Cl)C(=O)OC)=O)C(=C)C)=O (racemic (2′R,3R,4′S)-6-chloro-4′-(5-chloro-2-methoxycarbonyl-phenyl)-2′-isopropenylspiro[3H-indole-3,3′-piperidine]-2,6′(1H)-dione), [OH-].[Na+] (NaOH). The solvent is CO (methanol), O (water). Reaction conditions: temperature 70 celsius. The product is ClC1=CC=C2C(=C1)NC(C21C(NC(CC1C1=C(C=CC(=C1)Cl)C(=O)O)=O)C(=C)C)=O (racemic (2′R,3R,4′S)-6-chloro-4′-(5-chloro-2-hydroxycarbonyl-phenyl)-2′-isopropenylspiro[3H-indole-3,3′-piperidine]-2,6′(1H)-dione). The yield is 57.0%. RXN SMILES: [Cl:1][C:2]1[CH:7]=[C:6]2[NH:8][C:9](=[O:31])[C:10]3([CH:15]([C:16]4[CH:21]=[C:20]([Cl:22])[CH:19]=[CH:18][C:17]=4[C:23]([O:25]C)=[O:24])[CH2:14][C:13](=[O:27])[NH:12][CH:11]3[C:28]([CH3:30])=[CH2:29])[C:5]2=[CH:4][CH:3]=1.[OH-].[Na+]>CO.O>[Cl:1][C:2]1[CH:7]=[C:6]2[NH:8][C:9](=[O:31])[C:10]3([CH:15]([C:16]4[CH:21]=[C:20]([Cl:22])[CH:19]=[CH:18][C:17]=4[C:23]([OH:25])=[O:24])[CH2:14][C:13](=[O:27])[NH:12][CH:11]3[C:28]([CH3:30])=[CH2:29])[C:5]2=[CH:4][CH:3]=1 |f:1.2|. Reported procedure: To a mixture of racemic (2′R,3R,4′S)-6-chloro-4′-(5-chloro-2-methoxycarbonyl-phenyl)-2′-isopropenylspiro[3H-indole-3,3′-piperidine]-2,6′(1H)-dione (60 mg, 0.13 mmol) in methanol (3.5 mL) was added a solution of NaOH (26 mg, 0.6 mmol) in water (1.5 mL). The mixture was heated at 70° C. for 3 h, concentrated to remove most of methanol, cooled to room temperature, and acidified to “pH” 2 with aqueous HCl solution. The precipitate was collected and dried to give title compound as a white solid (33 m... The reactants are N1=CC=C(C=C1)C1=C2CC(NC2=CC=C1)=O (4-pyridin-4-yl-1,3-dihydroindol-2-one), CC1=C(NC=N1)C=O (5-methyl-3H-imidazole-4-carbaldehyde). The reagents and catalysts are N1CCCCC1 (piperidine). Solvent: C(C)O (ethanol). Run at time 2 day. Product: CC1=C(NC=N1)C=C1C(NC2=CC=CC(=C12)C1=CC=NC=C1)=O (3-(5-Methyl-3H-imidazol-4-ylmethylene)-4-pyridin-4-yl-1,3-dihydroindol-2-one). Isolated yield 10.7%. RXN SMILES: [N:1]1[CH:6]=[CH:5][C:4]([C:7]2[CH:15]=[CH:14][CH:13]=[C:12]3[C:8]=2[CH2:9][C:10](=[O:16])[NH:11]3)=[CH:3][CH:2]=1.[CH3:17][C:18]1[N:22]=[CH:21][NH:20][C:19]=1[CH:23]=O>N1CCCCC1.C(O)C>[CH3:17][C:18]1[N:22]=[CH:21][NH:20][C:19]=1[CH:23]=[C:9]1[C:8]2[C:12](=[CH:13][CH:14]=[CH:15][C:7]=2[C:4]2[CH:5]=[CH:6][N:1]=[CH:2][CH:3]=2)[NH:11][C:10]1=[O:16]. Procedure details: A mixture of 4-pyridin-4-yl-1,3-dihydroindol-2-one (50 mg, 0.24 mmol), 5-methyl-3H-imidazole-4-carbaldehyde (24.4 mg, 0.24 mmol) and piperidine (1 drop) in ethanol (2 mL) was stirred at room temperature for 2 days. The precipitate which formed was filtered. Crystals which formed in the filtrate were isolated, washed with ethanol and dried to give 7.8 mg of the title compound.